This data is from the Open Reaction Database (ORD), a public repository of structured organic reaction records. The task is: describe an organic reaction: reactants, conditions, products, and yield Starting materials: [C-]#N.[Na+] (sodium cyanide), FC1=CC=C(CCN2CCC(CC2)N2CCC3=CC=C(C=C23)CCl)C=C1 (1-[1-(4-fluorophenethyl)piperidin-4-yl]-6-chloromethylindoline), ice water, resultant mixture. Run in CS(=O)C (Dimethyl sulfoxide). Yields the product FC1=CC=C(CCN2CCC(CC2)N2CCC3=CC=C(C=C23)CC#N)C=C1 (1-[1-(4-fluorophenethyl)piperdin-4-yl]-6-cyanomethylindoline). Yield: 98.2%. RXN SMILES: [C-:1]#[N:2].[Na+].[F:4][C:5]1[CH:29]=[CH:28][C:8]([CH2:9][CH2:10][N:11]2[CH2:16][CH2:15][CH:14]([N:17]3[C:25]4[C:20](=[CH:21][CH:22]=[C:23]([CH2:26]Cl)[CH:24]=4)[CH2:19][CH2:18]3)[CH2:13][CH2:12]2)=[CH:7][CH:6]=1>CS(C)=O>[F:4][C:5]1[CH:29]=[CH:28][C:8]([CH2:9][CH2:10][N:11]2[CH2:16][CH2:15][CH:14]([N:17]3[C:25]4[C:20](=[CH:21][CH:22]=[C:23]([CH2:26][C:1]#[N:2])[CH:24]=4)[CH2:19][CH2:18]3)[CH2:13][CH2:12]2)=[CH:7][CH:6]=1 |f:0.1|. Procedure details: Dimethyl sulfoxide (500 ml) and sodium cyanide (9.8 g) were added to 1-[1-(4-fluorophenethyl)piperidin-4-yl]-6-chloromethylindoline (about 70 g) and the resultant mixture was stirred at 50° C. for 2 hr. Next, ice water (500 ml) was added to the reaction solution followed by vigorously stirring. The resulting crystals were collected by filtration, washed with water and air-dried at 80° C. to give the title compound (67 g) as a pale yellow powder (yield: 93%). Starting materials: Cn1c(C(O)(c2ccc(Cl)cc2)c2ccc3c(c2)c(-c2cccc(Cl)c2)cc(=O)n3CC2CC2)cnc1[Si](C)(C)C(C)(C)C, C1CCOC1, CCCC[N+](CCCC)(CCCC)CCCC, [Cl-], O. The product is Cn1cncc1C(O)(c1ccc(Cl)cc1)c1ccc2c(c1)c(-c1cccc(Cl)c1)cc(=O)n2CC1CC1. RXN SMILES: [C:1]([Si:2]([CH3:3])([CH3:4])[c:6]1[n:7][cH:8][c:9]([C:12]([c:13]2[cH:14][c:15]3[c:16](-[c:28]4[cH:29][c:30]([Cl:34])[cH:31][cH:32][cH:33]4)[cH:17][c:18](=[O:27])[n:19]([CH2:23][CH:24]4[CH2:25][CH2:26]4)[c:20]3[cH:21][cH:22]2)([OH:35])[c:36]2[cH:37][cH:38][c:39]([Cl:42])[cH:40][cH:41]2)[n:10]1[CH3:11])([CH3:5])([CH3:43])[CH3:44].[CH2:46]1[O:47][CH2:48][CH2:49][CH2:50]1.[CH3:52][CH2:53][CH2:54][CH2:55][N+:56]([CH2:57][CH2:58][CH2:59][CH3:60])([CH2:61][CH2:62][CH2:63][CH3:64])[CH2:65][CH2:66][CH2:67][CH3:68].[Cl-:51].[OH2:45]>>[cH:6]1[n:7][cH:8][c:9]([C:12]([c:13]2[cH:14][c:15]3[c:16](-[c:28]4[cH:29][c:30]([Cl:34])[cH:31][cH:32][cH:33]4)[cH:17][c:18](=[O:27])[n:19]([CH2:23][CH:24]4[CH2:25][CH2:26]4)[c:20]3[cH:21][cH:22]2)([OH:35])[c:36]2[cH:37][cH:38][c:39]([Cl:42])[cH:40][cH:41]2)[n:10]1[CH3:11]. The reactants are NC=1C=CC2=C(N(C(CCC2(C)C)=O)CC)C1 (8-amino-1-ethyl-5,5-dimethyl-1,3,4,5-tetrahydro-benzo[b]azepin-2-one), ClC1=NC=C(C(=N1)NC1=C(C(=O)NCC#C)C=CC=C1F)Cl (2-(2,5-dichloro-pyrimidin-4-ylamino)-3-fluoro-N-prop-2-ynyl-benzamide). Yields the product ClC=1C(=NC(=NC1)NC=1C=CC2=C(N(C(CCC2(C)C)=O)CC)C1)NC1=C(C(=O)NCC#C)C=CC=C1F (2-[5-Chloro-2-(1-ethyl-5,5-dimethyl-2-oxo-2,3,4,5-tetrahydro-1H-benzo[b]azepin-8-ylamino)-pyrimidin-4-ylamino]-3-fluoro-N-prop-2-ynyl-benzamide), solid. The yield is 43.0%. Reaction SMILES: [NH2:1][C:2]1[CH:3]=[CH:4][C:5]2[C:11]([CH3:13])([CH3:12])[CH2:10][CH2:9][C:8](=[O:14])[N:7]([CH2:15][CH3:16])[C:6]=2[CH:17]=1.Cl[C:19]1[N:24]=[C:23]([NH:25][C:26]2[C:37]([F:38])=[CH:36][CH:35]=[CH:34][C:27]=2[C:28]([NH:30][CH2:31][C:32]#[CH:33])=[O:29])[C:22]([Cl:39])=[CH:21][N:20]=1>>[Cl:39][C:22]1[C:23]([NH:25][C:26]2[C:37]([F:38])=[CH:36][CH:35]=[CH:34][C:27]=2[C:28]([NH:30][CH2:31][C:32]#[CH:33])=[O:29])=[N:24][C:19]([NH:1][C:2]2[CH:3]=[CH:4][C:5]3[C:11]([CH3:12])([CH3:13])[CH2:10][CH2:9][C:8](=[O:14])[N:7]([CH2:15][CH3:16])[C:6]=3[CH:17]=2)=[N:20][CH:21]=1. Procedure: 2-[5-Chloro-2-(1-ethyl-5,5-dimethyl-2-oxo-2,3,4,5-tetrahydro-1H-benzo[b]azepin-8-ylamino)-pyrimidin-4-ylamino]-3-fluoro-N-prop-2-ynyl-benzamide was prepared from 8-amino-1-ethyl-5,5-dimethyl-1,3,4,5-tetrahydro-benzo[b]azepin-2-one and 2-(2,5-dichloro-pyrimidin-4-ylamino)-3-fluoro-N-prop-2-ynyl-benzamide in an analogous manner to Example 308c. Product isolated as a yellow solid (93 mg, 43%). m.p.=237-241° C.; LCMS (m/e) 535 (M+H); 1H-NMR (CDCl3, 400 MHz) δ 8.57 (s, 1H), 8.12 (s, 1H), 7.49 (s, 1H)... The solvent is O1CCCC1 (tetrahydrofuran). Conditions: time 30 minute. Product: COC(C(C(=O)C)=NOCOC)=O (2-(Methoxymethoxyimino)acetoacetic acid methyl ester). Procedure details: To a suspension of 4.13 g of 80% NaH in 50 ml of dry tetrahydrofuran are added successively at 0° 18.14 g of 2-hydroxyiminoacetoacetic acid methyl ester and 9 g of chloromethylmethylether. After 30 minutes at room temperature, the mixture is divided between 200 ml of ethyl acetate and aqueous buffer (pH 5.5). The contents of the ethyl acetate phase are bulb distilled to obtain the heading compound, m.p. 115°-120°/0.1 Torr. The reactants are C(C)(=O)OCC (ethyl acetate), [H-].[Na+] (NaH), COC(C(C(=O)C)=NO)=O (2-hydroxyiminoacetoacetic acid methyl ester), ClCOC (chloromethylmethylether), C(C)(=O)OCC (ethyl acetate). RXN SMILES: [H-].[Na+].[CH3:3][O:4][C:5](=[O:12])[C:6](=[N:10][OH:11])[C:7]([CH3:9])=[O:8].Cl[CH2:14][O:15][CH3:16].C(OCC)(=O)C>O1CCCC1>[CH3:3][O:4][C:5](=[O:12])[C:6](=[N:10][O:11][CH2:14][O:15][CH3:16])[C:7]([CH3:9])=[O:8] |f:0.1|. Reactants: CN1C(=C(C2=CC=CC=C12)CC(C)C)C(=O)N([C@@H](C)C(=O)NC(CC(=O)OC(C)(C)C)C(COC(C1=C(C=CC=C1Cl)Cl)=O)=O)C1CCCCC1 (N-[(1-methyl-3-isobutyl-indole-2-carbonyl)cyclohexylalaninyl]-3-amino-5-(2,6-dichlorobenzoyl)oxy-4-oxo-pentanoic acid, tert-butyl ester), C(=O)(C(F)(F)F)O (TFA). The product is CN1C(=C(C2=CC=CC=C12)CC(C)C)C(=O)N([C@@H](C)C(=O)NC(CC(=O)O)C(COC(C1=C(C=CC=C1Cl)Cl)=O)=O)C1CCCCC1 (N-[(1-methyl-3-isobutyl-indole-2-carbonyl)cyclohexylalaninyl]-3-amino -5-(2,6-dichlorobenzoyl)oxy-4-oxo-pentanoic acid). As a reaction SMILES: [CH3:1][N:2]1[C:10]2[C:5](=[CH:6][CH:7]=[CH:8][CH:9]=2)[C:4]([CH2:11][CH:12]([CH3:14])[CH3:13])=[C:3]1[C:15]([N:17]([CH:46]1[CH2:51][CH2:50][CH2:49][CH2:48][CH2:47]1)[C@H:18]([C:20]([NH:22][CH:23]([C:32](=[O:45])[CH2:33][O:34][C:35](=[O:44])[C:36]1[C:41]([Cl:42])=[CH:40][CH:39]=[CH:38][C:37]=1[Cl:43])[CH2:24][C:25]([O:27]C(C)(C)C)=[O:26])=[O:21])[CH3:19])=[O:16].C(O)(C(F)(F)F)=O>>[CH3:1][N:2]1[C:10]2[C:5](=[CH:6][CH:7]=[CH:8][CH:9]=2)[C:4]([CH2:11][CH:12]([CH3:14])[CH3:13])=[C:3]1[C:15]([N:17]([CH:46]1[CH2:47][CH2:48][CH2:49][CH2:50][CH2:51]1)[C@H:18]([C:20]([NH:22][CH:23]([C:32](=[O:45])[CH2:33][O:34][C:35](=[O:44])[C:36]1[C:37]([Cl:43])=[CH:38][CH:39]=[CH:40][C:41]=1[Cl:42])[CH2:24][C:25]([OH:27])=[O:26])=[O:21])[CH3:19])=[O:16]. Procedure details: Treatment of N-[(1-methyl-3-isobutyl-indole-2-carbonyl)cyclohexylalaninyl]-3-amino-5-(2,6-dichlorobenzoyl)oxy-4-oxo-pentanoic acid, tert-butyl ester with TFA as described in Example 80 gave the titled product (54.2 mg) as a white powder. MS C35H41Cl2N3O7, [M+H]+ =686, [M−H]−=684. TLC (CH2Cl2/MeOH, 90/10): Rf=0.30. The reactants are [BH4-], CCO, O=Cc1ccc(Br)cc1F, N#CCC#N, [Na+], O. Yields the product N#CC(C#N)Cc1ccc(Br)cc1F. As a reaction SMILES: [BH4-:19].[CH3:16][CH2:17][OH:18].[F:1][c:2]1[c:3]([CH:4]=[O:5])[cH:6][cH:7][c:8]([Br:10])[cH:9]1.[N:11]#[C:12][CH2:13][C:14]#[N:15].[Na+:20].[OH2:21]>>[F:1][c:2]1[c:3]([CH2:4][CH:13]([C:12]#[N:11])[C:14]#[N:15])[cH:6][cH:7][c:8]([Br:10])[cH:9]1.